From a dataset of the Open Reaction Database (ORD), a public repository of structured organic reaction records. describe an organic reaction: reactants, conditions, products, and yield The reactants are C(C1=CC=CC=C1)OC=1C=CC(=C(C1)C1=NC=2C(=NC(=CC2)C(=O)OC)N1)OC(C)C (methyl 2-[5-(benzyloxy)-2-isopropoxyphenyl]-3H-imidazo[4,5-b]pyridine-5-carboxylate), [OH-].[Na+] (sodium hydroxide), Cl (hydrochloric acid). Solvent: CO (methanol). The product is C(C1=CC=CC=C1)OC=1C=CC(=C(C1)C1=NC=2C(=NC(=CC2)C(=O)O)N1)OC(C)C (2-[5-(benzyloxy)-2-isopropoxyphenyl]-3H-imidazo[4,5-b]pyridine-5-carboxylic acid). Isolated yield 65.0%. Reaction SMILES: [CH2:1]([O:8][C:9]1[CH:10]=[CH:11][C:12]([O:28][CH:29]([CH3:31])[CH3:30])=[C:13]([C:15]2[NH:27][C:18]3=[N:19][C:20]([C:23]([O:25]C)=[O:24])=[CH:21][CH:22]=[C:17]3[N:16]=2)[CH:14]=1)[C:2]1[CH:7]=[CH:6][CH:5]=[CH:4][CH:3]=1.[OH-].[Na+].Cl>CO>[CH2:1]([O:8][C:9]1[CH:10]=[CH:11][C:12]([O:28][CH:29]([CH3:31])[CH3:30])=[C:13]([C:15]2[NH:27][C:18]3=[N:19][C:20]([C:23]([OH:25])=[O:24])=[CH:21][CH:22]=[C:17]3[N:16]=2)[CH:14]=1)[C:2]1[CH:7]=[CH:6][CH:5]=[CH:4][CH:3]=1 |f:1.2|. Procedure: A solution (2 ml) of methyl 2-[5-(benzyloxy)-2-isopropoxyphenyl]-3H-imidazo[4,5-b]pyridine-5-carboxylate (35 mg) and 1N aqueous sodium hydroxide solution (0.2 ml) in methanol was stirred at room temperature for 18 hr. The reaction mixture was adjusted with 1N hydrochloric acid to pH 3, and the precipitated crystals were collected by filtration and washed with acetonitrile to give the title compound (22 mg, yield 64%) as colorless crystals. purity 98%. M+H: 404. 1H NMR (DMSO-d6) δ: 1.37 (6H, d, J... Yields the product O=S(=O)(Nc1cc(-c2ccc3cnncc3c2)cnc1Cl)c1ccc(F)cc1. RXN SMILES: [Br:28][c:29]1[cH:30][c:31]2[cH:32][n:33][n:34][cH:35][c:36]2[cH:37][cH:38]1.[C:39](=[O:40])([O-:41])[O-:42].[CH2:45]1[O:46][CH2:47][CH2:48][O:49][CH2:50]1.[Cl:1][c:2]1[n:3][cH:4][c:5]([B:19]2[O:20][C:21]([CH3:22])([CH3:23])[C:24]([CH3:25])([CH3:26])[O:27]2)[cH:6][c:7]1[NH:8][S:9](=[O:10])(=[O:11])[c:12]1[cH:13][cH:14][c:15]([F:18])[cH:16][cH:17]1.[Na+:43].[Na+:44].[OH2:51]>>[Cl:1][c:2]1[n:3][cH:4][c:5](-[c:29]2[cH:30][c:31]3[cH:32][n:33][n:34][cH:35][c:36]3[cH:37][cH:38]2)[cH:6][c:7]1[NH:8][S:9](=[O:10])(=[O:11])[c:12]1[cH:13][cH:14][c:15]([F:18])[cH:16][cH:17]1. Reactants: Brc1ccc2cnncc2c1, O=C([O-])[O-], C1COCCO1, CC1(C)OB(c2cnc(Cl)c(NS(=O)(=O)c3ccc(F)cc3)c2)OC1(C)C, [Na+], [Na+], O. Starting materials: [C-]#[C-], C1CCOC1, Cl, CON(C)C(=O)c1nc(NC(=O)c2c(F)cccc2F)sc1-c1cccc(C(F)(F)F)c1, [Li+], [Li+], [Na+], O=C([O-])O. Yields the product C#CC(=O)c1nc(NC(=O)c2c(F)cccc2F)sc1-c1cccc(C(F)(F)F)c1. Reaction SMILES: [C-:33]#[C-:34].[CH2:43]1[O:44][CH2:45][CH2:46][CH2:47]1.[ClH:37].[F:1][c:2]1[c:3]([C:4](=[O:5])[NH:6][c:7]2[s:8][c:9](-[c:18]3[cH:19][c:20]([C:24]([F:25])([F:26])[F:27])[cH:21][cH:22][cH:23]3)[c:10]([C:12](=[O:13])[N:14]([O:15][CH3:16])[CH3:17])[n:11]2)[c:28]([F:32])[cH:29][cH:30][cH:31]1.[Li+:35].[Li+:36].[Na+:42].[O-:38][C:39]([OH:40])=[O:41]>>[F:1][c:2]1[c:3]([C:4](=[O:5])[NH:6][c:7]2[s:8][c:9](-[c:18]3[cH:19][c:20]([C:24]([F:25])([F:26])[F:27])[cH:21][cH:22][cH:23]3)[c:10]([C:12](=[O:13])[C:33]#[CH:34])[n:11]2)[c:28]([F:32])[cH:29][cH:30][cH:31]1. Reactants: C1=CC=CC=C1 (benzene), solution, C[Si]([N-][Si](C)(C)C)(C)C.[K+] (potassium hexamethyldisilazide), C1(=CC=CC=C1)C (toluene), CC1(C=2C=CC(=CC2C(CC1)(C)C)C(=O)C1=CC=C(C(=O)OC)C=C1)C (Methyl 4-[(5,6,7,8-tetrahydro-5,5,8,8-tetramethyl-2-naphthalenyl)carbonyl]benzoate), C1=CC=CC=C1 (benzene), C(=O)(O)[O-].[Na+] (NaHCO3). The reagents and catalysts are [Br-].C[P+](C1=CC=CC=C1)(C1=CC=CC=C1)C1=CC=CC=C1 (methyltriphenylphosphonium bromide). Run in ClCCl.CCCCCC (dichloromethane hexane). Reaction conditions: time 5 minute. The product is CC1(C=2C=CC(=CC2C(CC1)(C)C)C(=C)C1=CC=C(C(=O)OC)C=C1)C (Methyl 4-[1-(5,6,7,8-tetrahydro-5,5,8,8-tetramethyl-2-naphthalenyl)-1-ethenyl]benzoate). Isolated yield 80.0%. As a reaction SMILES: [CH3:1][Si](C)(C)[N-][Si](C)(C)C.[K+].[C:11]1(C)C=CC=C[CH:12]=1.[CH3:18][C:19]1([CH3:43])[CH2:28][CH2:27][C:26]([CH3:30])([CH3:29])[C:25]2[CH:24]=[C:23](C(C3C=CC(C(OC)=O)=CC=3)=O)[CH:22]=[CH:21][C:20]1=2.[C:44]([O-:47])(O)=[O:45].[Na+].[CH:49]1[CH:54]=[CH:53][CH:52]=[CH:51][CH:50]=1>[Br-].C[P+](C1C=CC=CC=1)(C1C=CC=CC=1)C1C=CC=CC=1.ClCCl.CCCCCC>[CH3:18][C:19]1([CH3:43])[CH2:28][CH2:27][C:26]([CH3:29])([CH3:30])[C:25]2[CH:24]=[C:23]([C:11]([C:49]3[CH:54]=[CH:53][C:52]([C:44]([O:47][CH3:1])=[O:45])=[CH:51][CH:50]=3)=[CH2:12])[CH:22]=[CH:21][C:20]1=2 |f:0.1,4.5,7.8,9.10|. Procedure: To a suspension of methyltriphenylphosphonium bromide (0.78 g, 2.18 mmol) in 5 mL of benzene under argon at room temperature was added a 0.5M solution of potassium hexamethyldisilazide in toluene (4.4 mL, 2.2 mmol), and the yellow solution was stirred for 5 min. A solution of keto-ester 3 (0.51 g, 1.455 mmol) in 7 mL of benzene was added, and the orange solution was stirred for 1 h at room temperature. The reaction mixture was poured into saturated aqueous NaHCO3 and extracted with 40% ethyl ace... The product is CC1=C(C=C(C(=C1)[N+](=O)[O-])C)C1CN(C1)C(=O)OC(C)(C)C (tert-Butyl 3-(2,5-dimethyl-4-nitrophenyl)azetidine-1-carboxylate). The reactants are IC1CN(C1)C(=O)OC(C)(C)C (tert-butyl 3-iodoazetidine-1-carboxylate), BrC1=C(C=C(C(=C1)C)[N+](=O)[O-])C (1-bromo-2,5-dimethyl-4-nitrobenzene). As a reaction SMILES: I[CH:2]1[CH2:5][N:4]([C:6]([O:8][C:9]([CH3:12])([CH3:11])[CH3:10])=[O:7])[CH2:3]1.Br[C:14]1[CH:19]=[C:18]([CH3:20])[C:17]([N+:21]([O-:23])=[O:22])=[CH:16][C:15]=1[CH3:24]>>[CH3:24][C:15]1[CH:16]=[C:17]([N+:21]([O-:23])=[O:22])[C:18]([CH3:20])=[CH:19][C:14]=1[CH:2]1[CH2:5][N:4]([C:6]([O:8][C:9]([CH3:12])([CH3:11])[CH3:10])=[O:7])[CH2:3]1. Procedure details: Prepared from tert-butyl 3-iodoazetidine-1-carboxylate and 1-bromo-2,5-dimethyl-4-nitrobenzene by following the general protocol as described in Billotte, S. Synlett 1998, 379.